Dataset: the Open Reaction Database (ORD), a public repository of structured organic reaction records. Task: describe an organic reaction: reactants, conditions, products, and yield Reactants: IC=1C=C(N)C=CC1 (3-iodoaniline), FC(C1=CC=C(C=C1)B(O)O)(F)F (para-trifluoromethylphenyl boronic acid), C([O-])([O-])=O.[Na+].[Na+] (sodium carbonate). The reagents and catalysts are [Pd].C1(=CC=CC=C1)P(C1=CC=CC=C1)C1=CC=CC=C1.C1(=CC=CC=C1)P(C1=CC=CC=C1)C1=CC=CC=C1.C1(=CC=CC=C1)P(C1=CC=CC=C1)C1=CC=CC=C1.C1(=CC=CC=C1)P(C1=CC=CC=C1)C1=CC=CC=C1 (tetrakis (triphenylphosphine) palladium (0)). Run in COCCOC (DME), O (water). Run at temperature 95 celsius, time 17 hour. Yields the product FC(C1=CC=C(C=C1)C1=CC(=CC=C1)N)(F)F (4′-(Trifluoromethyl)-1,1′-biphenyl-3-ylamine). As a reaction SMILES: I[C:2]1[CH:3]=[C:4]([CH:6]=[CH:7][CH:8]=1)[NH2:5].[F:9][C:10]([F:21])([F:20])[C:11]1[CH:16]=[CH:15][C:14](B(O)O)=[CH:13][CH:12]=1.C(=O)([O-])[O-].[Na+].[Na+]>COCCOC.O.[Pd].C1(P(C2C=CC=CC=2)C2C=CC=CC=2)C=CC=CC=1.C1(P(C2C=CC=CC=2)C2C=CC=CC=2)C=CC=CC=1.C1(P(C2C=CC=CC=2)C2C=CC=CC=2)C=CC=CC=1.C1(P(C2C=CC=CC=2)C2C=CC=CC=2)C=CC=CC=1>[F:9][C:10]([F:21])([F:20])[C:11]1[CH:16]=[CH:15][C:14]([C:2]2[CH:8]=[CH:7][CH:6]=[C:4]([NH2:5])[CH:3]=2)=[CH:13][CH:12]=1 |f:2.3.4,7.8.9.10.11|. Procedure: To a solution of 3-iodoaniline in DME (40 mL) and water (20 mL), was added para-trifluoromethylphenyl boronic acid (2.6 g, 13.7 mmol) and sodium carbonate (2.5 g, 23.6 mmol). The apparatus was flushed with nitrogen prior to the addition of tetrakis (triphenylphosphine) palladium (0) (0.312 g, 0.27 mmol). The reaction mixture was stirred at 95° C. for 17 h under nitrogen, then allowed to cool to rt and the solvents removed in vacuo. The residue was partitioned between EtOAc (2×75 mL) and water (7... Starting materials: C1CNCCN1, Clc1nc(N2CCOCC2)c2ncnc(Sc3ccccc3)c2n1. Yields the product c1ccc(Sc2ncnc3c(N4CCOCC4)nc(N4CCNCC4)nc23)cc1. Reaction SMILES: [CH2:25]1[CH2:26][NH:27][CH2:28][CH2:29][NH:30]1.[Cl:1][c:2]1[n:3][c:4]([N:19]2[CH2:20][CH2:21][O:22][CH2:23][CH2:24]2)[c:5]2[c:6]([n:7]1)[c:8]([S:12][c:13]1[cH:14][cH:15][cH:16][cH:17][cH:18]1)[n:9][cH:10][n:11]2>>[c:2]1([N:27]2[CH2:26][CH2:25][NH:30][CH2:29][CH2:28]2)[n:3][c:4]([N:19]2[CH2:20][CH2:21][O:22][CH2:23][CH2:24]2)[c:5]2[c:6]([n:7]1)[c:8]([S:12][c:13]1[cH:14][cH:15][cH:16][cH:17][cH:18]1)[n:9][cH:10][n:11]2. Reaction SMILES: [F:1][C:2]([F:23])([F:22])[C:3]1[CH:4]=[C:5]([C:9]2[N:10]=[C:11]([CH2:14][N:15]3[CH:19]=[C:18]([C:20]#[N:21])[CH:17]=[N:16]3)[S:12][CH:13]=2)[CH:6]=[CH:7][CH:8]=1.[Cl-].O[NH3+].[C:27](=[O:30])([O-])[OH:28].[Na+].C(N1C=CN=C1)([N:34]1C=CN=C1)=O.N12CCCN=C1CCCCC2>CS(C)=O.O.O1CCCC1>[F:23][C:2]([F:1])([F:22])[C:3]1[CH:4]=[C:5]([C:9]2[N:10]=[C:11]([CH2:14][N:15]3[CH:19]=[C:18]([C:20]4[NH:34][C:27](=[O:30])[O:28][N:21]=4)[CH:17]=[N:16]3)[S:12][CH:13]=2)[CH:6]=[CH:7][CH:8]=1 |f:1.2,3.4|. Solvent: O1CCCC1 (Tetrahydrofuran), CS(=O)C (dimethylsulfoxide), O (water). Reactants: C(=O)(N1C=NC=C1)N1C=NC=C1 (1,1′-carbonyldiimidazole), N12CCCCCC2=NCCC1 (1,8-diazabicyclo[5.4.0]undec-7-ene), FC(C=1C=C(C=CC1)C=1N=C(SC1)CN1N=CC(=C1)C#N)(F)F (1-({4-[3-(trifluoromethyl)phenyl]-1,3-thiazol-2-yl}methyl)-1H-pyrazole-4-carbonitrile), [Cl-].O[NH3+] (hydroxyammonium chloride), C(O)([O-])=O.[Na+] (sodium hydrogen carbonate). The product is FC(C=1C=C(C=CC1)C=1N=C(SC1)CN1N=CC(=C1)C1=NOC(N1)=O)(F)F (3-[1-({4-[3-(trifluoromethyl)phenyl]-1,3-thiazol-2-yl}methyl)-1H-pyrazol-4-yl]-1,2,4-oxadiazole-5(4H)-one). Reported procedure: To a solution of the compound (501 mg, 1.50 mmol) obtained in Example 18b in dimethylsulfoxide (5 mL) were added hydroxyammonium chloride (1.04 g, 15.0 mmol) and sodium hydrogen carbonate (1.26 g, 15.0 mmol), and the mixture was stirred at 80° C. overnight. The reaction mixture was diluted with water, extracted with ethyl acetate, washed with saturated brine, dried over sodium sulfate, and concentrated under reduced pressure. Tetrahydrofuran (10 mL), 1,1′-carbonyldiimidazole (365 mg, 2.25 mmol) ... Reaction conditions: temperature 80 celsius, time 8 hour. Yield: 72.2%. Starting materials: O=C([O-])[O-], COC(=O)CCCOc1ccc2ccc(OCCOCCBr)c(C(C)=O)c2c1, CC(C)=O, CN(C)C=O, [K+], [K+], CCCc1c(O)ccc(C(C)=O)c1O. The product is CCCc1c(OCCOCCOc2ccc3ccc(OCCCC(=O)OC)cc3c2C(C)=O)ccc(C(C)=O)c1O. RXN SMILES: [C:43](=[O:44])([O-:45])[O-:46].[CH3:1][O:2][C:3]([CH2:4][CH2:5][CH2:6][O:7][c:8]1[cH:9][c:10]2[c:11]([C:25]([CH3:26])=[O:27])[c:12]([O:18][CH2:19][CH2:20][O:21][CH2:22][CH2:23][Br:24])[cH:13][cH:14][c:15]2[cH:16][cH:17]1)=[O:28].[CH3:49][C:50](=[O:51])[CH3:52].[CH3:53][N:54]([CH3:55])[CH:56]=[O:57].[K+:47].[K+:48].[OH:29][c:30]1[c:31]([C:40]([CH3:41])=[O:42])[cH:32][cH:33][c:34]([OH:39])[c:35]1[CH2:36][CH2:37][CH3:38]>>[CH3:1][O:2][C:3]([CH2:4][CH2:5][CH2:6][O:7][c:8]1[cH:9][c:10]2[c:11]([C:25]([CH3:26])=[O:27])[c:12]([O:18][CH2:19][CH2:20][O:21][CH2:22][CH2:23][O:39][c:34]3[cH:33][cH:32][c:31]([C:40]([CH3:41])=[O:42])[c:30]([OH:29])[c:35]3[CH2:36][CH2:37][CH3:38])[cH:13][cH:14][c:15]2[cH:16][cH:17]1)=[O:28].